From a dataset of the Open Reaction Database (ORD), a public repository of structured organic reaction records. describe an organic reaction: reactants, conditions, products, and yield The reactants are O=C(Cl)CCBr, NCC(=O)c1ccccc1, CN(C)C=O, Cl. Product: O=C(CCBr)NCC(=O)c1ccccc1. RXN SMILES: [Br:1][CH2:2][CH2:3][C:4](=[O:5])[Cl:6].[CH2:8]([C:9](=[O:10])[c:11]1[cH:12][cH:13][cH:14][cH:15][cH:16]1)[NH2:17].[CH3:18][N:19]([CH3:20])[CH:21]=[O:22].[ClH:7]>>[Br:1][CH2:2][CH2:3][C:4](=[O:5])[NH:17][CH2:8][C:9](=[O:10])[c:11]1[cH:12][cH:13][cH:14][cH:15][cH:16]1. The reactants are O=C([O-])O, C, CCC(C)C(NS(=O)(=O)c1ccccc1)C(=O)N1CCCC1C(=O)OCc1ccccc1, ClCCl, CO, Cl, [H][H], [Na+], O, [Pd]. Product: CCC(C)C(NS(=O)(=O)c1ccccc1)C(=O)N1CCCC1C(=O)O. Reaction SMILES: [C:33](=[O:34])([OH:35])[O-:36].[C:44].[CH2:1]([c:2]1[cH:3][cH:4][cH:5][cH:6][cH:7]1)[O:8][C:9]([CH:10]1[N:11]([C:15]([CH:16]([NH:17][S:18](=[O:19])(=[O:20])[c:21]2[cH:22][cH:23][cH:24][cH:25][cH:26]2)[CH:27]([CH3:28])[CH2:29][CH3:30])=[O:31])[CH2:12][CH2:13][CH2:14]1)=[O:32].[CH2:46]([Cl:47])[Cl:48].[CH3:41][OH:42].[ClH:40].[H:38][H:39].[Na+:37].[OH2:43].[Pd:45]>>[O:8]=[C:9]([CH:10]1[N:11]([C:15]([CH:16]([NH:17][S:18](=[O:19])(=[O:20])[c:21]2[cH:22][cH:23][cH:24][cH:25][cH:26]2)[CH:27]([CH3:28])[CH2:29][CH3:30])=[O:31])[CH2:12][CH2:13][CH2:14]1)[OH:32]. The reactants are COC1=CC=C2C(=C(NC2=C1)C1=CC=CC=C1)CC1=CC=CC(=N1)C(N)=NO (6-(6-methoxy-2-phenyl-1H-indol-3-ylmethyl)pyridine-2-carboxamidoxime), C(=S)(N1C=NC=C1)N1C=NC=C1 (1,1′-thiocarbonyldiimidazole), C1CCC2=NCCCN2CC1 (1,8-diazabicyclo[5,4,0]-7-undecene). The solvent is C(C)#N (acetonitrile). Conditions: time 22 hour. The product is COC1=CC=C2C(=C(NC2=C1)C1=CC=CC=C1)CC1=CC=CC(=N1)C1=NOC(N1)=S (3-[6-(6-Methoxy-2-phenyl-1H-indol-3-ylmethyl)pyridin-2-yl]-4,5-dihydro-1,2,4-oxadiazole-5-thione). The yield is 101.2%. RXN SMILES: [CH3:1][O:2][C:3]1[CH:11]=[C:10]2[C:6]([C:7]([CH2:18][C:19]3[N:24]=[C:23]([C:25](=[N:27][OH:28])[NH2:26])[CH:22]=[CH:21][CH:20]=3)=[C:8]([C:12]3[CH:17]=[CH:16][CH:15]=[CH:14][CH:13]=3)[NH:9]2)=[CH:5][CH:4]=1.[C:29](N1C=CN=C1)(N1C=CN=C1)=[S:30].C1CCN2C(=NCCC2)CC1>C(#N)C>[CH3:1][O:2][C:3]1[CH:11]=[C:10]2[C:6]([C:7]([CH2:18][C:19]3[N:24]=[C:23]([C:25]4[NH:26][C:29](=[S:30])[O:28][N:27]=4)[CH:22]=[CH:21][CH:20]=3)=[C:8]([C:12]3[CH:13]=[CH:14][CH:15]=[CH:16][CH:17]=3)[NH:9]2)=[CH:5][CH:4]=1. Reported procedure: Under an argon atmosphere, to a solution of 6-(6-methoxy-2-phenyl-1H-indol-3-ylmethyl)pyridine-2-carboxamidoxime (174 mg) in acetonitrile (3.7 mL) were added 1,1′-thiocarbonyldiimidazole (125 mg) and 1,8-diazabicyclo[5,4,0]-7-undecene (0.278 mL), and this mixture was stirred at room temperature for 22 hours. The reaction mixture was concentrated under reduced pressure. To the residue was added 10% aqueous citric acid solution, followed by extraction with ethyl acetate. The organic layer was wash... Starting materials: ClCCl, COC(=O)c1ccc(SC(Cn2ccnc2)c2ccccc2OC)cc1, ClC(Cl)Cl, O=C(OO)c1cccc(Cl)c1. Product: COC(=O)c1ccc(S(=O)C(Cn2ccnc2)c2ccccc2OC)cc1. Reaction SMILES: [CH2:42]([Cl:43])[Cl:44].[CH3:12][O:13][c:14]1[c:15]([CH:20]([CH2:21][n:22]2[cH:23][n:24][cH:25][cH:26]2)[S:27][c:28]2[cH:29][cH:30][c:31]([C:32](=[O:33])[O:34][CH3:35])[cH:36][cH:37]2)[cH:16][cH:17][cH:18][cH:19]1.[CH:38]([Cl:39])([Cl:40])[Cl:41].[OH:1][O:2][C:3]([c:4]1[cH:5][c:6]([Cl:7])[cH:8][cH:9][cH:10]1)=[O:11]>>[O:1]=[S:27]([CH:20]([c:15]1[c:14]([O:13][CH3:12])[cH:19][cH:18][cH:17][cH:16]1)[CH2:21][n:22]1[cH:23][n:24][cH:25][cH:26]1)[c:28]1[cH:29][cH:30][c:31]([C:32](=[O:33])[O:34][CH3:35])[cH:36][cH:37]1. Reactants: COC(=O)c1ccc(CBr)c(F)c1, CC1(C)CCNC(=O)C(NS(=O)(=O)c2ccc(Cl)cc2)C1. Product: COC(=O)c1ccc(CN(C2CC(C)(C)CCNC2=O)S(=O)(=O)c2ccc(Cl)cc2)c(F)c1. Reaction SMILES: [CH3:22][O:23][C:24]([c:25]1[cH:26][c:27]([F:33])[c:28]([CH2:31][Br:32])[cH:29][cH:30]1)=[O:34].[Cl:1][c:2]1[cH:3][cH:4][c:5]([S:8](=[O:9])(=[O:10])[NH:11][CH:12]2[C:13](=[O:21])[NH:14][CH2:15][CH2:16][C:17]([CH3:19])([CH3:20])[CH2:18]2)[cH:6][cH:7]1>>[Cl:1][c:2]1[cH:3][cH:4][c:5]([S:8](=[O:9])(=[O:10])[N:11]([CH:12]2[C:13](=[O:21])[NH:14][CH2:15][CH2:16][C:17]([CH3:19])([CH3:20])[CH2:18]2)[CH2:31][c:28]2[c:27]([F:33])[cH:26][c:25]([C:24]([O:23][CH3:22])=[O:34])[cH:30][cH:29]2)[cH:6][cH:7]1.